From a dataset of the Open Reaction Database (ORD), a public repository of structured organic reaction records. describe an organic reaction: reactants, conditions, products, and yield Starting materials: C(C)(=O)OC=1C(=C2CCC(OC2=C(C1C)C)(COC1=NC=C(C=C1)[N+](=O)[O-])C)C (6-acetoxy-2,5,7,8-tetramethyl-2-(5-nitropyridin-2-yloxymethyl)chroman), [H][H] (hydrogen). The reagents and catalysts are [Pd] (palladium-on-carbon). Solvent: CO (methanol), C1=CC=CC=C1 (benzene). Yields the product C(C)(=O)OC=1C(=C2CCC(OC2=C(C1C)C)(C)COC1=NC=C(C=C1)N)C (6-Acetoxy-2-(5-aminopyridin-2-yloxymethyl)-2,5,7,8-tetramethylchroman). Reaction SMILES: [C:1]([O:4][C:5]1[C:6]([CH3:29])=[C:7]2[C:12](=[C:13]([CH3:16])[C:14]=1[CH3:15])[O:11][C:10]([CH3:28])([CH2:17][O:18][C:19]1[CH:24]=[CH:23][C:22]([N+:25]([O-])=O)=[CH:21][N:20]=1)[CH2:9][CH2:8]2)(=[O:3])[CH3:2].[H][H]>CO.C1C=CC=CC=1.[Pd]>[C:1]([O:4][C:5]1[C:6]([CH3:29])=[C:7]2[C:12](=[C:13]([CH3:16])[C:14]=1[CH3:15])[O:11][C:10]([CH2:17][O:18][C:19]1[CH:24]=[CH:23][C:22]([NH2:25])=[CH:21][N:20]=1)([CH3:28])[CH2:9][CH2:8]2)(=[O:3])[CH3:2]. Procedure details: 6 g of 6-acetoxy-2,5,7,8-tetramethyl-2-(5-nitropyridin-2-yloxymethyl)chroman (prepared as described in Preparation 36) were dissolved in a mixture of 80 ml of methanol and 15 ml of benzene, and, in the presence of 1.5 g of 10% w/w palladium-on-carbon, were catalytically reduced at room temperature for about 20 hours under about 1 atmosphere (about 1 bar) pressure of hydrogen. The catalyst was filtered off, and the filtrate was condensed by evaporation under reduced pressure, to give the title co... Reactants: COC1=C(C(=O)Cl)C(=CC(=C1)C(F)(F)F)SC (2-methoxy-6-(methylthio)-4-(trifluoromethyl)benzoyl chloride), COC1=C(C(=O)Cl)C(=CC(=C1)C(F)(F)F)SC (2-methoxy-6-(methylthio)-4-(trifluoromethyl)benzoyl chloride), CN1C2C(CCC1CC2)(C2=CC=CC=C2)N ((1RS,2RS,5SR)-8-methyl-2-phenyl-8-aza-bicyclo[3.2.1]oct-2-ylamine), CN1C2C(CCC1CC2)(C2=CC=CC=C2)N ((1RS,2RS,5SR)-8-methyl-2-phenyl-8-aza-bicyclo[3.2.1]oct-2-ylamine), C(C)(C)N(C(C)C)CC (N,N-diisopropylethylamine). The solvent is ClCCl (dichloromethane), ClCCl (dichloromethane). Reaction conditions: time 2 hour. The product is COC1=C(C(=O)NC2(C3CCC(CC2)N3C)C3=CC=CC=C3)C(=CC(=C1)C(F)(F)F)SC (2-Methoxy-N-((1RS,2RS,5SR)-8-methyl-2-phenyl-8-aza-bicyclo[3.2.1]oct-2-yl)-6-methylsulfanyl-4-trifluoromethyl-benzamide). RXN SMILES: [CH3:1][N:2]1[CH:7]2[CH2:8][CH2:9][CH:3]1[C:4]([NH2:16])([C:10]1[CH:15]=[CH:14][CH:13]=[CH:12][CH:11]=1)[CH2:5][CH2:6]2.C(N(CC)C(C)C)(C)C.[CH3:26][O:27][C:28]1[CH:36]=[C:35]([C:37]([F:40])([F:39])[F:38])[CH:34]=[C:33]([S:41][CH3:42])[C:29]=1[C:30](Cl)=[O:31]>ClCCl>[CH3:26][O:27][C:28]1[CH:36]=[C:35]([C:37]([F:38])([F:39])[F:40])[CH:34]=[C:33]([S:41][CH3:42])[C:29]=1[C:30]([NH:16][C:4]1([C:10]2[CH:15]=[CH:14][CH:13]=[CH:12][CH:11]=2)[CH2:5][CH2:6][CH:7]2[N:2]([CH3:1])[CH:3]1[CH2:9][CH2:8]2)=[O:31]. Procedure: To a solution of (1RS,2RS,5SR)-8-methyl-2-phenyl-8-aza-bicyclo[3.2.1]oct-2-ylamine (intermediate A1) (670 mg, 3.1 mmol) in dichloromethane (10 ml) under nitrogen at room temperature, was added N,N-diisopropylethylamine (1.23 g, 1.61 ml, 9.29 mmol), followed drop-wise by a solution of 2-methoxy-6-(methylthio)-4-(trifluoromethyl)benzoyl chloride (intermediate B1) (970 mg, 3.41 mmol) in dichloromethane (7 ml). The reaction mixture was stirred at room temperature for 2 hours. The solution was washed...